This data is from the Open Reaction Database (ORD), a public repository of structured organic reaction records. The task is: describe an organic reaction: reactants, conditions, products, and yield Procedure details: To 4-(2-morpholin-4-yl-ethoxy)-naphthalen-1-yl amine (165 mg, 0.61 mmol, 1 equiv.) dissolved in 2.5 mL anhydrous THF was added, via syringe, trans-2-phenyl-cyclopropyl-isocyanate (90 uL, 0.60 mmol, 1 equiv.). The mixture was left stirring at room temperature for 18 h under inert atmosphere, then the solvent was removed in vacuo. The product was purified by column chromatography on SiO2, using 2-4% MeOH in EtOAc as eluent. A taupe foam was isolated, which recrystallized from hot acetonitrile to a... Conditions: time 18 hour. The yield is 23.2%. The reactants are N1(CCOCC1)CCOC1=CC=C(C2=CC=CC=C12)N (4-(2-morpholin-4-yl-ethoxy)-naphthalen-1-yl amine), C1(=CC=CC=C1)[C@H]1[C@@H](C1)N=C=O (trans-2-phenyl-cyclopropyl-isocyanate). Yields the product N1(CCOCC1)CCOC1=CC=C(C2=CC=CC=C12)NC(=O)NC1C(C1)C1=CC=CC=C1 (1-[4-(2-Morpholin-4-yl-ethoxy)-naphthalen-1-yl]-3-(2-phenyl-cyclopropyl)-urea). The solvent is C1CCOC1 (THF). RXN SMILES: [N:1]1([CH2:7][CH2:8][O:9][C:10]2[C:19]3[C:14](=[CH:15][CH:16]=[CH:17][CH:18]=3)[C:13]([NH2:20])=[CH:12][CH:11]=2)[CH2:6][CH2:5][O:4][CH2:3][CH2:2]1.[C:21]1([C@@H:27]2[CH2:29][C@H:28]2[N:30]=[C:31]=[O:32])[CH:26]=[CH:25][CH:24]=[CH:23][CH:22]=1>C1COCC1>[N:1]1([CH2:7][CH2:8][O:9][C:10]2[C:19]3[C:14](=[CH:15][CH:16]=[CH:17][CH:18]=3)[C:13]([NH:20][C:31]([NH:30][CH:28]3[CH2:29][CH:27]3[C:21]3[CH:26]=[CH:25][CH:24]=[CH:23][CH:22]=3)=[O:32])=[CH:12][CH:11]=2)[CH2:6][CH2:5][O:4][CH2:3][CH2:2]1.